From a dataset of the Open Reaction Database (ORD), a public repository of structured organic reaction records. describe an organic reaction: reactants, conditions, products, and yield Product: FC1=C(OC2=CC3=C(N=C(N=C3)SC)N(C2=O)C[C@@H](C)O)C=CC(=C1)F (6-(2,4-difluorophenoxy)-8-((R)-2-hydroxypropyl)-2-methylsulfanyl-8H-pyrido[2,3-d]pyrimidin-7-one). Procedure details: To a mixture of 4-((R)-2-hydroxy-propylamino)-2-methylsulfanyl-pyrimidine-5-carbaldehyde (17.7 g, 78 mmol) and (2,4-difluorophenoxy)acetic acid methyl ester (31.6 g, 156 mmol) in anhydrous dimethyl formamide (300 mL) was added potassium carbonate (30 g, 218 mmol). The reaction mixture was heated to 60° C. and after 18 hours, reaction mixture was cooled and DMF was distilled off. Residue suspended in water (300 mL) and extracted with dichloromethane, washed with brine and dried over magnesium sul... The yield is 59.1%. As a reaction SMILES: [OH:1][C@H:2]([CH3:15])[CH2:3][NH:4][C:5]1[C:10]([CH:11]=O)=[CH:9][N:8]=[C:7]([S:13][CH3:14])[N:6]=1.C[O:17][C:18](=O)[CH2:19][O:20][C:21]1[CH:26]=[CH:25][C:24]([F:27])=[CH:23][C:22]=1[F:28].C(=O)([O-])[O-].[K+].[K+]>CN(C)C=O>[F:28][C:22]1[CH:23]=[C:24]([F:27])[CH:25]=[CH:26][C:21]=1[O:20][C:19]1[C:18](=[O:17])[N:4]([CH2:3][C@H:2]([OH:1])[CH3:15])[C:5]2[N:6]=[C:7]([S:13][CH3:14])[N:8]=[CH:9][C:10]=2[CH:11]=1 |f:2.3.4|. The reactants are O[C@@H](CNC1=NC(=NC=C1C=O)SC)C (4-((R)-2-hydroxy-propylamino)-2-methylsulfanyl-pyrimidine-5-carbaldehyde), COC(COC1=C(C=C(C=C1)F)F)=O ((2,4-difluorophenoxy)acetic acid methyl ester), C([O-])([O-])=O.[K+].[K+] (potassium carbonate). Conditions: temperature 60 celsius. Run in CN(C=O)C (dimethyl formamide).